Dataset: the Open Reaction Database (ORD), a public repository of structured organic reaction records. Task: describe an organic reaction: reactants, conditions, products, and yield The reactants are C(=O)(O)CCC1=C(NC(=C1C)C=O)C (3-(2-carboxyethyl)-2,4-dimethyl-5-formylpyrrole), C(C)OC=1C=C(C=CC1)C1=CC=C2CC(NC2=C1)=O (6-(3-ethoxyphenyl)-2-oxindole). Reagents/catalysts: N1CCCCC1 (piperidine). The solvent is C(C)O (ethanol). The product is C(C)OC=1C=C(C=CC1)C1=CC=C2C(C(NC2=C1)=O)=CC1=C(C(=C(N1)C)CCC(=O)O)C (3-(5-[6-(3-Ethoxy-phenyl)-2-oxo-1,2-dihydroindol-3-ylidenemethyl]-2,4-dimethyl-1H-pyrrol-3-yl)-propionic acid). Isolated yield 105.5%. RXN SMILES: [C:1]([CH2:4][CH2:5][C:6]1[C:10]([CH3:11])=[C:9]([CH:12]=O)[NH:8][C:7]=1[CH3:14])([OH:3])=[O:2].[CH2:15]([O:17][C:18]1[CH:19]=[C:20]([C:24]2[CH:32]=[C:31]3[C:27]([CH2:28][C:29](=[O:33])[NH:30]3)=[CH:26][CH:25]=2)[CH:21]=[CH:22][CH:23]=1)[CH3:16]>N1CCCCC1.C(O)C>[CH2:15]([O:17][C:18]1[CH:19]=[C:20]([C:24]2[CH:32]=[C:31]3[C:27]([C:28](=[CH:12][C:9]4[NH:8][C:7]([CH3:14])=[C:6]([CH2:5][CH2:4][C:1]([OH:3])=[O:2])[C:10]=4[CH3:11])[C:29](=[O:33])[NH:30]3)=[CH:26][CH:25]=2)[CH:21]=[CH:22][CH:23]=1)[CH3:16]. Procedure details: 3-(2-carboxyethyl)-2,4-dimethyl-5-formylpyrrole (97.6 mg), 127 mg 6-(3-ethoxyphenyl)-2-oxindole, and 2 drops piperidine in 2 mL ethanol were heated at 90° C. overnight. The reaction mixture was cooled and concentrated. The residue was suspended in 6 N aqueous hydrochloric acid. The precipitate was filtered, washed with water to pH 6 and dried in a vacuum oven overnight to give 227 mg of the title compound (−100%) as a brown solid. The reactants are ClCCCBr, O=C([O-])[O-], [K+], [K+], Nc1ncnc2[nH]cnc12, CN(C)C=O. Yields the product Nc1ncnc2c1ncn2CCCCl. RXN SMILES: [Br:11][CH2:12][CH2:13][CH2:14][Cl:15].[C:16](=[O:17])([O-:18])[O-:19].[K+:20].[K+:21].[NH2:1][c:2]1[n:3][cH:4][n:5][c:6]2[nH:7][cH:8][n:9][c:10]12.[O:22]=[CH:23][N:24]([CH3:25])[CH3:26]>>[NH2:1][c:2]1[n:3][cH:4][n:5][c:6]2[n:7]([CH2:12][CH2:13][CH2:14][Cl:15])[cH:8][n:9][c:10]12.